Dataset: the Open Reaction Database (ORD), a public repository of structured organic reaction records. Task: describe an organic reaction: reactants, conditions, products, and yield The reactants are C[O-], CO, [Cl-], Cc1nc2ncccc2c(Cl)c1C(=O)NCc1cccc(C(F)(F)F)c1, [NH4+], [Na+]. Yields the product COc1c(C(=O)NCc2cccc(C(F)(F)F)c2)c(C)nc2ncccc12. As a reaction SMILES: [CH3:27][O-:28].[CH3:32][OH:33].[Cl-:30].[Cl:1][c:2]1[c:3]([C:13](=[O:14])[NH:15][CH2:16][c:17]2[cH:18][c:19]([C:23]([F:24])([F:25])[F:26])[cH:20][cH:21][cH:22]2)[c:4]([CH3:12])[n:5][c:6]2[n:7][cH:8][cH:9][cH:10][c:11]12.[NH4+:31].[Na+:29]>>[c:2]1([O:28][CH3:27])[c:3]([C:13](=[O:14])[NH:15][CH2:16][c:17]2[cH:18][c:19]([C:23]([F:24])([F:25])[F:26])[cH:20][cH:21][cH:22]2)[c:4]([CH3:12])[n:5][c:6]2[n:7][cH:8][cH:9][cH:10][c:11]12.